The task is: describe an organic reaction: reactants, conditions, products, and yield. This data is from the Open Reaction Database (ORD), a public repository of structured organic reaction records. Reactants: CS(=O)(=O)OCC1=C(C=CC(=N1)NC1=NC=NS1)CO[Si](C)(C)C(C)(C)C (6-(methanesulfonyloxymethyl)-5-(((tert-butyl(dimethyl)silyl)oxy)methyl)-N-(1,2,4-thiadiazol-5-yl)pyridin-2-amine), Cl.C(C1=CC=CC=C1)(=O)N1CCNCC1 (1-benzoylpiperazine hydrochloride). The product is C(C1=CC=CC=C1)(=O)N1CCN(CC1)CC1=NC(=CC=C1CO)NC1=NC=NS1 ((2-((4-benzoylpiperazin-1-yl)methyl)-6-(1,2,4-thiadiazol-5-ylamino)pyridin-3-yl)methanol). Reaction SMILES: CS(O[CH2:6][C:7]1[N:12]=[C:11]([NH:13][C:14]2[S:18][N:17]=[CH:16][N:15]=2)[CH:10]=[CH:9][C:8]=1[CH2:19][O:20][Si](C(C)(C)C)(C)C)(=O)=O.Cl.[C:29]([N:37]1[CH2:42][CH2:41][NH:40][CH2:39][CH2:38]1)(=[O:36])[C:30]1[CH:35]=[CH:34][CH:33]=[CH:32][CH:31]=1>>[C:29]([N:37]1[CH2:42][CH2:41][N:40]([CH2:6][C:7]2[C:8]([CH2:19][OH:20])=[CH:9][CH:10]=[C:11]([NH:13][C:14]3[S:18][N:17]=[CH:16][N:15]=3)[N:12]=2)[CH2:39][CH2:38]1)(=[O:36])[C:30]1[CH:35]=[CH:34][CH:33]=[CH:32][CH:31]=1 |f:1.2|. Procedure details: The amination reaction was performed in the same manner as in Example 16-(3) using 6-(methanesulfonyloxymethyl)-5-(((tert-butyl(dimethyl)silyl)oxy)methyl)-N-(1,2,4-thiadiazol-5-yl)pyridin-2-amine and 1-benzoylpiperazine hydrochloride obtained in the same manner as in Reference Example 1. Then, the deprotection reaction was performed in the same manner as in Example 5-(3) to give the title compound. The reactants are N(=NC(=O)OCC)C(=O)OCC (diethyl azodicarboxylate), CC1=CC=CC(=N1)CO (6-methyl-2-pyridinemethanol), C1(=CC=CC=C1)P(C1=CC=CC=C1)C1=CC=CC=C1 (triphenylphosphine), O=C1N(CC(N1)=O)[C@H](C(=O)OC(C)(C)C)C(C)(C)C (tert-butyl(2S)-2-(2,4-dioxo-1-imidazolidinyl)-3,3-dimethylbutanoate). The solvent is ClCCl (dichloromethane), O (water). Reaction conditions: temperature 25 celsius, time 16 hour. Yields the product CC([C@@H](C(=O)OC(C)(C)C)N1C(N(C(C1)=O)CC1=NC(=CC=C1)C)=O)(C)C (tert-butyl(2S)-3,3-dimethyl-2-{3-[(6-methyl-2-pyridinyl)methyl]-2,4-dioxo-1-imidazolidinyl}butanoate). Isolated yield 97.4%. RXN SMILES: [O:1]=[C:2]1[NH:6][C:5](=[O:7])[CH2:4][N:3]1[C@@H:8]([C:16]([CH3:19])([CH3:18])[CH3:17])[C:9]([O:11][C:12]([CH3:15])([CH3:14])[CH3:13])=[O:10].[CH3:20][C:21]1[N:26]=[C:25]([CH2:27]O)[CH:24]=[CH:23][CH:22]=1.C1(P(C2C=CC=CC=2)C2C=CC=CC=2)C=CC=CC=1.N(C(OCC)=O)=NC(OCC)=O>ClCCl.O>[CH3:17][C:16]([CH3:19])([CH3:18])[C@H:8]([N:3]1[CH2:4][C:5](=[O:7])[N:6]([CH2:27][C:25]2[CH:24]=[CH:23][CH:22]=[C:21]([CH3:20])[N:26]=2)[C:2]1=[O:1])[C:9]([O:11][C:12]([CH3:13])([CH3:15])[CH3:14])=[O:10]. Procedure: A solution containing the product from Example 46C (0.112 g, 0.413 mmol) in dichloromethane (3 mL) at 0° C. was treated with 6-methyl-2-pyridinemethanol (0.056 g, 0.454 mmol), triphenylphosphine (0.141 g, 0.537 mmol), followed by diethyl azodicarboxylate (0.084 mL, 0.537 mmol), stirred at 25° C. for 16 hours, treated with water (3 mL), stirred for 2 hours at 25° C., and partitioned between dichloromethane and water. The organic phase was washed with brine and dried over MgSO4, filtered and conce... Reactants: ClCC(=O)NNC1=NN(C(C(=C1C1=CC=C(C=C1)Cl)C1=CC=C(C=C1)C#N)=O)CC=1C(=NC(=CC1)C(F)(F)F)C (2-chloro-N′-(4-(4-chlorophenyl)-5-(4-cyanophenyl)-1-((2-methyl-6-(trifluoromethyl)pyridin-3-yl)methyl)-6-oxo-1,6-dihydropyridazin-3-yl)acetohydrazide), O=P(Cl)(Cl)Cl (POCl3). Solvent: C1(=CC=CC=C1)C (toluene). Conditions: temperature 120 celsius, time 6 hour. The product is ClCC1=NN=C2N1N(C(C(=C2C2=CC=C(C=C2)Cl)C2=CC=C(C#N)C=C2)=O)CC=2C(=NC(=CC2)C(F)(F)F)C (4-(3-(chloromethyl)-8-(4-chlorophenyl)-5-((2-methyl-6-(trifluoromethyl)pyridin-3-yl)methyl)-6-oxo-5,6-dihydro-[1,2,4]triazolo[4,3-b]pyridazin-7-yl)benzonitrile). Yield: 54.2%. Reaction SMILES: [Cl:1][CH2:2][C:3]([NH:5][NH:6][C:7]1[C:12]([C:13]2[CH:18]=[CH:17][C:16]([Cl:19])=[CH:15][CH:14]=2)=[C:11]([C:20]2[CH:25]=[CH:24][C:23]([C:26]#[N:27])=[CH:22][CH:21]=2)[C:10](=[O:28])[N:9]([CH2:29][C:30]2[C:31]([CH3:40])=[N:32][C:33]([C:36]([F:39])([F:38])[F:37])=[CH:34][CH:35]=2)[N:8]=1)=O.O=P(Cl)(Cl)Cl>C1(C)C=CC=CC=1>[Cl:1][CH2:2][C:3]1[N:8]2[N:9]([CH2:29][C:30]3[C:31]([CH3:40])=[N:32][C:33]([C:36]([F:39])([F:38])[F:37])=[CH:34][CH:35]=3)[C:10](=[O:28])[C:11]([C:20]3[CH:21]=[CH:22][C:23]([C:26]#[N:27])=[CH:24][CH:25]=3)=[C:12]([C:13]3[CH:14]=[CH:15][C:16]([Cl:19])=[CH:17][CH:18]=3)[C:7]2=[N:6][N:5]=1. Procedure: To a round bottom flask was added 2-chloro-N′-(4-(4-chlorophenyl)-5-(4-cyanophenyl)-1-((2-methyl-6-(trifluoromethyl)pyridin-3-yl)methyl)-6-oxo-1,6-dihydropyridazin-3-yl)acetohydrazide (400 mg, 0.681 mmol) and toluene (10 ml). The mixture was heated at 120° C. for 5 min. After this time, POCl3(1.5 ml) was added and the reaction was stirred at 120° C. for an additional 6 hr. The reaction mixture was then cooled to room temperature and concentrated to dryness under reduced pressure. The resulting r... Starting materials: ClC1=NC(=NC(=C1)C1=NC=CC=C1)C1=NC=CC=C1 (4-chloro-2,6-di(2-pyridinyl)pyrimidine), COC1=C(N)C=C(C=C1)OC (2,5-dimethoxyaniline). Product: COC1=C(NC2=NC(=NC(=C2)C2=NC=CC=C2)C2=NC=CC=C2)C=C(C=C1)OC (4-(2,5-Dimethoxyanilino)-2,6-di(2-pyridinyl)pyrimidine), oil. Isolated yield 6.0%. Reaction SMILES: Cl[C:2]1[CH:7]=[C:6]([C:8]2[CH:13]=[CH:12][CH:11]=[CH:10][N:9]=2)[N:5]=[C:4]([C:14]2[CH:19]=[CH:18][CH:17]=[CH:16][N:15]=2)[N:3]=1.[CH3:20][O:21][C:22]1[CH:28]=[CH:27][C:26]([O:29][CH3:30])=[CH:25][C:23]=1[NH2:24]>>[CH3:20][O:21][C:22]1[CH:28]=[CH:27][C:26]([O:29][CH3:30])=[CH:25][C:23]=1[NH:24][C:2]1[CH:7]=[C:6]([C:8]2[CH:13]=[CH:12][CH:11]=[CH:10][N:9]=2)[N:5]=[C:4]([C:14]2[CH:19]=[CH:18][CH:17]=[CH:16][N:15]=2)[N:3]=1. Reported procedure: The title compound was prepared from a mixture 4-chloro-2,6-di(2-pyridinyl)pyrimidine (25 mg, 0.093 mmol) and 2,5-dimethoxyaniline (21 mg, 0.140 mmol) similar to Example 111 and isolated as a yellow oil (2 mg, 6%). 1H NMR (CDCl3): 8.86–8.84 (m, 1H), 8.70–8.64 (m, 3H), 8.11 (s, 1H), 7.92 (s, 1H), 7.91–7.85 (m, 2H), 7.65 (s, 1H), 7.43–7.36 (m, 2H), 6.87 (d, J=9.0 Hz, 1H), 6.61 (dd, J=3.0, 9.0 Hz, 1H), 3.89 (s, 3H), 3.86 (s, 3H).